describe an organic reaction: reactants, conditions, products, and yield From a dataset of the Open Reaction Database (ORD), a public repository of structured organic reaction records. Starting materials: ClCCl (Dichloromethane), NC1=C(C#N)C(=CC=C1)Cl (2-amino-6-chloro-benzonitrile), COC1OC(CC1)OC (2,5-dimethoxytetrahydrofuran), Cl.ClC1=CC=NC=C1 (4-chloropyridine hydrochloride). Run in O1CCOCC1 (dioxane). Yields the product ClC=1C(=C(C=CC1)N1C=CC=C1)C#N (1-(3′chloro-2′-cyanophenyl)pyrrole). Isolated yield 87.8%. As a reaction SMILES: [NH2:1][C:2]1[CH:9]=[CH:8][CH:7]=[C:6]([Cl:10])[C:3]=1[C:4]#[N:5].CO[CH:13]1[CH2:17][CH2:16][CH:15](OC)O1.Cl.ClC1C=CN=CC=1.ClCCl>O1CCOCC1>[Cl:10][C:6]1[C:3]([C:4]#[N:5])=[C:2]([N:1]2[CH:13]=[CH:17][CH:16]=[CH:15]2)[CH:9]=[CH:8][CH:7]=1 |f:2.3|. Procedure: A solution of 2-amino-6-chloro-benzonitrile (30 g), 2,5-dimethoxytetrahydrofuran (30 g) and 4-chloropyridine hydrochloride (17 g) in dioxane was heated to 70° C. for 2.5 h. The solvent was evaproated in vacuo. Dichloromethane was then added to the residue and the spent 4-chloropyridine hydrochloride filtered off. The dichloromethane was evaporated in vacuo to give 1-(3′chloro-2′-cyanophenyl)pyrrole (35 g) The reactants are C(=O)(OC(C)(C)C)N[C@H](C(=O)O)[C@H](C)OC (N-boc-(2S,3S)-2-amino-3-methoxybutanoic acid), C(C)(C)(C)C1=CC(=C(C=C1)N)N (4-tert-butyl-1,2-diaminobenzene). The product is C(C)(C)(C)C1=CC2=C(NC(=N2)[C@H]([C@H](C)OC)N)C=C1 ((1R,2S)-1-(5-tert-Butyl-1H-benzimidazol-2-yl)-2-methoxypropan-1-amine). RXN SMILES: C([NH:8][C@@H:9]([C@@H:13]([O:15][CH3:16])[CH3:14])[C:10](O)=O)(OC(C)(C)C)=O.[C:17]([C:21]1[CH:26]=[CH:25][C:24]([NH2:27])=[C:23]([NH2:28])[CH:22]=1)([CH3:20])([CH3:19])[CH3:18]>>[C:17]([C:21]1[CH:26]=[CH:25][C:24]2[NH:27][C:10]([C@@H:9]([NH2:8])[C@@H:13]([O:15][CH3:16])[CH3:14])=[N:28][C:23]=2[CH:22]=1)([CH3:20])([CH3:18])[CH3:19]. Procedure details: The title compound was prepared according to Method 4 using N-boc-(2S,3S)-2-amino-3-methoxybutanoic acid and 4-tert-butyl-1,2-diaminobenzene. The reactants are O=C(CBr)c1cccc(C(F)(F)F)c1, CC#N, O. The product is O=C(CO)c1cccc(C(F)(F)F)c1. Reaction SMILES: [Br:1][CH2:2][C:3](=[O:4])[c:5]1[cH:6][c:7]([C:11]([F:12])([F:13])[F:14])[cH:8][cH:9][cH:10]1.[CH3:16][C:17]#[N:18].[OH2:15]>>[CH2:2]([C:3](=[O:4])[c:5]1[cH:6][c:7]([C:11]([F:12])([F:13])[F:14])[cH:8][cH:9][cH:10]1)[OH:15]. The reactants are C(C)OC(=O)C=1C(N(C2=NC=CC=C2C1N)CC=C)=O (1-allyl-4-amino-1,2-dihydro-2-oxo-1,8-naphthyridine-3-carboxylic acid ethyl ester), ClCC(=O)Cl (chloroacetyl chloride). Yields the product ClCC(=O)NC1=C(C(N(C2=NC=CC=C12)CC=C)=O)C(=O)O (4-[(Chloroacetyl)Amino]-1,2-Dihydro-2-Oxo-1-(2-Propenyl)-1,8-Naphthyridine-3-Carboxylic Acid). As a reaction SMILES: C([O:3][C:4]([C:6]1[C:7](=[O:20])[N:8]([CH2:17][CH:18]=[CH2:19])[C:9]2[C:14]([C:15]=1[NH2:16])=[CH:13][CH:12]=[CH:11][N:10]=2)=[O:5])C.[Cl:21][CH2:22][C:23](Cl)=[O:24]>>[Cl:21][CH2:22][C:23]([NH:16][C:15]1[C:14]2[C:9](=[N:10][CH:11]=[CH:12][CH:13]=2)[N:8]([CH2:17][CH:18]=[CH2:19])[C:7](=[O:20])[C:6]=1[C:4]([OH:3])=[O:5])=[O:24]. Procedure details: A stirred mixture of 4 g. of 1-allyl-4-amino-1,2-dihydro-2-oxo-1,8-naphthyridine-3-carboxylic acid ethyl ester in 30 ml. of chloroacetyl chloride was heated under reflux for 1 hour. The chloroacetyl chloride was evaporated in a rotary evaporator and the residue was triturated with 20 ml. of ethyl acetate. The insoluble material was collected and was recrystallized from ethyl acetate to give 1.2 g. of product, m.p. 145°-148° C.